This data is from the Open Reaction Database (ORD), a public repository of structured organic reaction records. The task is: describe an organic reaction: reactants, conditions, products, and yield Reactants: C1(=C(C=CC=C1)C(CCC(=O)OC)N)C1=CC=CC=C1 (methyl 4-([1,1′-biphenyl]-2-yl)-4-aminobutanoate), FC(OC1=CC=C(C=O)C=C1)(F)F (4-(trifluoromethoxy)benzaldehyde). Yields the product C1(=C(C=CC=C1)C1CCC(N1CC1=CC=C(C=C1)OC(F)(F)F)=O)C1=CC=CC=C1 (5-([1,1′-biphenyl]-2-yl)-1-(4-(trifluoromethoxy)benzyl)pyrrolidin-2-one). Reaction SMILES: [C:1]1([C:15]2[CH:20]=[CH:19][CH:18]=[CH:17][CH:16]=2)[CH:6]=[CH:5][CH:4]=[CH:3][C:2]=1[CH:7]([NH2:14])[CH2:8][CH2:9][C:10]([O:12]C)=O.[F:21][C:22]([F:33])([F:32])[O:23][C:24]1[CH:31]=[CH:30][C:27]([CH:28]=O)=[CH:26][CH:25]=1>>[C:1]1([C:15]2[CH:20]=[CH:19][CH:18]=[CH:17][CH:16]=2)[CH:6]=[CH:5][CH:4]=[CH:3][C:2]=1[CH:7]1[N:14]([CH2:28][C:27]2[CH:30]=[CH:31][C:24]([O:23][C:22]([F:21])([F:32])[F:33])=[CH:25][CH:26]=2)[C:10](=[O:12])[CH2:9][CH2:8]1. Procedure: Prepared according to the described general procedure 2 (GP2) by reaction of methyl 4-([1,1′-biphenyl]-2-yl)-4-aminobutanoate with commercially available 4-(trifluoromethoxy)benzaldehyde. Subsequent purification by preparative HPLC afforded the target compound. LC-MS (conditions A): tR=0.99 min.; [M+H]+: 411.89 g/mol. Reactants: Cl (hydrochloric acid), [OH-].[Na+] (sodium hydroxide), COC(CCC1=C(C=C(C=C1)OCC(C)C=1N=C(OC1C)C1=CC=C(C=C1)C1=NC=CC=C1)C)=O (3-(2-Methyl-4-{2-[5-methyl-2-(4-pyridin-2-yl-phenyl)-oxazol-4-yl]-propoxy}-phenyl)-propionic acid methyl ester). The solvent is C(C)(=O)OCC (ethyl acetate), O1CCCC1 (tetrahydrofuran), C(C)(=O)OCC (ethyl acetate). Product: CC1=C(C=CC(=C1)OCC(C)C=1N=C(OC1C)C1=CC=C(C=C1)C1=NC=CC=C1)CCC(=O)O (3-(2-Methyl-4-{2-[5-methyl-2-(4-pyridin-2-ylphenyl)oxazol-4yl]propoxy}phenyl)propionic acid). As a reaction SMILES: C[O:2][C:3](=[O:35])[CH2:4][CH2:5][C:6]1[CH:11]=[CH:10][C:9]([O:12][CH2:13][CH:14]([C:16]2[N:17]=[C:18]([C:22]3[CH:27]=[CH:26][C:25]([C:28]4[CH:33]=[CH:32][CH:31]=[CH:30][N:29]=4)=[CH:24][CH:23]=3)[O:19][C:20]=2[CH3:21])[CH3:15])=[CH:8][C:7]=1[CH3:34].[OH-].[Na+].Cl>O1CCCC1.C(OCC)(=O)C>[CH3:34][C:7]1[CH:8]=[C:9]([O:12][CH2:13][CH:14]([C:16]2[N:17]=[C:18]([C:22]3[CH:27]=[CH:26][C:25]([C:28]4[CH:33]=[CH:32][CH:31]=[CH:30][N:29]=4)=[CH:24][CH:23]=3)[O:19][C:20]=2[CH3:21])[CH3:15])[CH:10]=[CH:11][C:6]=1[CH2:5][CH2:4][C:3]([OH:35])=[O:2] |f:1.2|. Procedure details: 3-(2-Methyl-4-{2-[5-methyl-2-(4-pyridin-2-yl-phenyl)-oxazol-4-yl]-propoxy}-phenyl)-propionic acid methyl ester from step A is dissolved in tetrahydrofuran (1 mL) and 5N sodium hydroxide (1 mL) solution is added with stirring at room temperature. The reaction is heated to reflux and monitored by HPLC. Upon complete conversion, the reaction is allowed to cool to room temperature and neutralized with 5N hydrochloric acid (1 mL), diluted with ethyl acetate, and extracted. The organic layer is washed...